Dataset: the Open Reaction Database (ORD), a public repository of structured organic reaction records. Task: describe an organic reaction: reactants, conditions, products, and yield Reported procedure: A solution of 0.10 g (0.32 mmol) of 6-(4-cyanophenyl)-4-(furan-2-yl)-1H-pyrazolo[3,4-b]pyridine-5-carbonitrile and 0.22 g (4.0 mmol) of potassium hydroxide in a mixture of 2 ml of dioxane, 2 ml of MeOH, and 0.75 ml of water is refluxed for 24 h. Next, the mixture is cooled, acidified with 1N HCl, then extracted with ethyl acetate and dichloromethane. The organic phase is dried over sodium sulfate, filtered and concentrated to give 0.018 g (17%) of 4-(5-cyano-4-(furan-2-yl)-1H-pyrazolo[3,4-b]pyri... As a reaction SMILES: [C:1]([C:3]1[CH:8]=[CH:7][C:6]([C:9]2[N:14]=[C:13]3[NH:15][N:16]=[CH:17][C:12]3=[C:11]([C:18]3[O:19][CH:20]=[CH:21][CH:22]=3)[C:10]=2[C:23]#[N:24])=[CH:5][CH:4]=1)#N.[OH-:25].[K+].C[OH:28].Cl>O1CCOCC1.O>[C:23]([C:10]1[C:11]([C:18]2[O:19][CH:20]=[CH:21][CH:22]=2)=[C:12]2[CH:17]=[N:16][NH:15][C:13]2=[N:14][C:9]=1[C:6]1[CH:5]=[CH:4][C:3]([C:1]([OH:28])=[O:25])=[CH:8][CH:7]=1)#[N:24] |f:1.2|. The product is C(#N)C=1C(=C2C(=NC1C1=CC=C(C(=O)O)C=C1)NN=C2)C=2OC=CC2 (4-(5-cyano-4-(furan-2-yl)-1H-pyrazolo[3,4-b]pyridine-6-yl)benzoic acid). Starting materials: Cl (HCl), C(#N)C1=CC=C(C=C1)C1=C(C(=C2C(=N1)NN=C2)C=2OC=CC2)C#N (6-(4-cyanophenyl)-4-(furan-2-yl)-1H-pyrazolo[3,4-b]pyridine-5-carbonitrile), [OH-].[K+] (potassium hydroxide), CO (MeOH). Run in O1CCOCC1 (dioxane), O (water). Yield: 17.0%. The reactants are O[C@@H](C(=O)OCC)[C@H](C1=CN(C2=CC=CC=C12)C1=CC=C(C=C1)OC1=NC=C(C=C1)C(F)(F)F)O ((2R,3S)-Ethyl 2,3-dihydroxy-3-(1-(4-((5-(trifluoromethyl)pyridin-2-yl)oxy)-phenyl)-1H-indol-3-yl)propanoate), CC[C@H]1CN2CC[C@H]1C[C@@H]2[C@H](C3=C4C=C(C=CC4=NC=C3)OC)OC5=NN=C(C6=CC=CC=C65)O[C@H]([C@H]7C[C@@H]8CCN7C[C@@H]8CC)C9=C1C=C(C=CC1=NC=C9)OC (Ad-mix-β). Yields the product O[C@H](C(=O)OCC)[C@@H](C1=CN(C2=CC=CC=C12)C1=CC=C(C=C1)OC1=NC=C(C=C1)C(F)(F)F)O ((2S,3R)-Ethyl 2,3-dihydroxy-3-(1-(4-((5-(trifluoromethyl)pyridin-2-yl)oxy)phenyl)-1H-indol-3-yl)propanoate), solid. Yield: 70.0%. Reaction SMILES: [OH:1][C@H:2]([C@@H:8]([OH:35])[C:9]1[C:17]2[C:12](=[CH:13][CH:14]=[CH:15][CH:16]=2)[N:11]([C:18]2[CH:23]=[CH:22][C:21]([O:24][C:25]3[CH:30]=[CH:29][C:28]([C:31]([F:34])([F:33])[F:32])=[CH:27][N:26]=3)=[CH:20][CH:19]=2)[CH:10]=1)[C:3]([O:5][CH2:6][CH3:7])=[O:4].CC[C@@H]1[C@@H]2C[C@H]([C@@H](OC3C4C(=CC=CC=4)C(O[C@@H](C4C=CN=C5C=4C=C(OC)C=C5)[C@@H]4N5C[C@H](CC)[C@@H](CC5)C4)=NN=3)C3C=CN=C4C=3C=C(OC)C=C4)N(CC2)C1>>[OH:1][C@@H:2]([C@H:8]([OH:35])[C:9]1[C:17]2[C:12](=[CH:13][CH:14]=[CH:15][CH:16]=2)[N:11]([C:18]2[CH:19]=[CH:20][C:21]([O:24][C:25]3[CH:30]=[CH:29][C:28]([C:31]([F:33])([F:34])[F:32])=[CH:27][N:26]=3)=[CH:22][CH:23]=2)[CH:10]=1)[C:3]([O:5][CH2:6][CH3:7])=[O:4]. Procedure: Compound 6 was prepared according the same procedure described in Example 1 for preparing compound 4 using Ad-mix-β (Aldrich) as a starting material. Compound 6 was obtained as a yellow solid (70%): 1H-NMR (400 MHz, CD3OD): δ 8.37 (s, 1H), 8.04 (1H, dd, 2.6 & 8.6 Hz), 7.64 (1H, d, 7.8 Hz), 7.43-7.51 (m, 4H), 7.25-7.28 (m, 2H), 7.04-7.14 (m, 3H), 5.03 (dd, 1H, 0.6 & 4.6 Hz), 4.41 (d, 1H, 4.6 Hz), 4.0 (q, 2H, 7.0 Hz), 1.01 (t, 3H, 7.0 Hz); LC/MS: m/z=507.1 [M+Na+](Calc: 486.4). Reactants: CC(=O)OC1CCC2(C)C(CC(=O)C3C4CCC(=O)C4(C)CCC32)C1, CO, [Na+], [OH-]. Product: CC12CCC3C(C(=O)CC4CC(O)CCC43C)C1CCC2=O. RXN SMILES: [C:1](=[O:2])([CH3:3])[O:4][CH:5]1[CH2:6][CH:7]2[CH2:8][C:9](=[O:25])[CH:10]3[CH:11]4[CH2:12][CH2:13][C:14](=[O:24])[C:15]4([CH3:16])[CH2:17][CH2:18][CH:19]3[C:20]2([CH3:23])[CH2:21][CH2:22]1.[CH3:26][OH:27].[Na+:29].[OH-:28]>>[OH:4][CH:5]1[CH2:6][CH:7]2[CH2:8][C:9](=[O:25])[CH:10]3[CH:11]4[CH2:12][CH2:13][C:14](=[O:24])[C:15]4([CH3:16])[CH2:17][CH2:18][CH:19]3[C:20]2([CH3:23])[CH2:21][CH2:22]1.